This data is from the Open Reaction Database (ORD), a public repository of structured organic reaction records. The task is: describe an organic reaction: reactants, conditions, products, and yield Reactants: OC1=CC=C(C=O)C=C1 (4-hydroxybenzaldehyde), N1C=NC=C1 (imidazole), CO (Methanol), [Si](C)(C)(C(C)(C)C)Cl (Tert-butyldimethylsilyl chloride). Solvent: C(C)#N (acetonitrile). Conditions: time 30 minute. The product is [Si](C)(C)(C(C)(C)C)OC1=CC=C(C=O)C=C1 (4-(tert-butyldimethylsilyloxy)benzaldehyde). Yield: 96.0%. As a reaction SMILES: [OH:1][C:2]1[CH:9]=[CH:8][C:5]([CH:6]=[O:7])=[CH:4][CH:3]=1.N1C=CN=C1.[Si:15](Cl)([C:18]([CH3:21])([CH3:20])[CH3:19])([CH3:17])[CH3:16].CO>C(#N)C>[Si:15]([O:1][C:2]1[CH:9]=[CH:8][C:5]([CH:6]=[O:7])=[CH:4][CH:3]=1)([C:18]([CH3:21])([CH3:20])[CH3:19])([CH3:17])[CH3:16]. Procedure: 4-hydroxybenzaldehyde (8.21 g, 67.2 mmol) was dissolved in acetonitrile (164 ml) in nitrogen atmosphere, and imidazole (6.87 g, 100.8 mmol) was added at room temperature. Tert-butyldimethylsilyl chloride was added under cooling with ice, followed by stirring for 30 minutes. Methanol was added to terminate the reaction, the reaction solution was subjected to filtration, and the filtrate was concentrated under reduced pressure. The residue was purified by silica gel column chromatography (hexane:e... Starting materials: C(CCC)(=O)N1C[C@H](CCC1)COC1=C(C#N)C(=CC=C1)[N+](=O)[O-] ((S)-2-((1-butyrylpiperidin-3-yl)methoxy)-6-nitrobenzonitrile). Reagents/catalysts: [Fe] (iron). Solvent: CCOC(=O)C (EtOAc), C(C)(=O)O (acetic acid), C1CCOC1 (THF). Reaction conditions: temperature 70 celsius, time 1 hour. The product is NC1=C(C#N)C(=CC=C1)OC[C@@H]1CN(CCC1)C(CCC)=O ((S)-2-amino-6-((1-butyrylpiperidin-3-yl)methoxy)benzonitrile). RXN SMILES: [C:1]([N:6]1[CH2:11][CH2:10][CH2:9][C@H:8]([CH2:12][O:13][C:14]2[CH:21]=[CH:20][CH:19]=[C:18]([N+:22]([O-])=O)[C:15]=2[C:16]#[N:17])[CH2:7]1)(=[O:5])[CH2:2][CH2:3][CH3:4]>C(O)(=O)C.C1COCC1.CCOC(C)=O.[Fe]>[NH2:22][C:18]1[CH:19]=[CH:20][CH:21]=[C:14]([O:13][CH2:12][C@H:8]2[CH2:9][CH2:10][CH2:11][N:6]([C:1](=[O:5])[CH2:2][CH2:3][CH3:4])[CH2:7]2)[C:15]=1[C:16]#[N:17]. Procedure: To a solution of (S)-2-((1-butyrylpiperidin-3-yl)methoxy)-6-nitrobenzonitrile (Example 1c, 9.92 g, 32.92 mmol) in acetic acid (60 mL) and THF (60 mL), was added iron powder (5.5 g, 98.76 mmol) at room temperature. The reaction mixture was heated to 70° C. and stirred for 1 hour then cooled to room temperature, diluted with EtOAc, filtered through Celite. The filtrate was concentrated under reduced pressure and then re-dissolved in EtOAc, washed with NaHCO3, water and brine, dried over MgSO4, fil... Starting materials: BrCCCBr, O=C([O-])[O-], CC#N, [Cs+], [Cs+], O=[N+]([O-])c1cccc(O)c1. Yields the product O=[N+]([O-])c1cccc(OCCCBr)c1. Reaction SMILES: [Br:11][CH2:12][CH2:13][CH2:14][Br:15].[C:16](=[O:17])([O-:18])[O-:19].[CH3:22][C:23]#[N:24].[Cs+:20].[Cs+:21].[OH:1][c:2]1[cH:3][cH:4][cH:5][c:6]([N+:8]([O-:9])=[O:10])[cH:7]1>>[O:1]([c:2]1[cH:3][cH:4][cH:5][c:6]([N+:8]([O-:9])=[O:10])[cH:7]1)[CH2:14][CH2:13][CH2:12][Br:11]. The reactants are ICCC (1-iodopropane), C(=O)(O)C=1C(=CSC1)CC(=O)OC (methyl (4-carboxy-3-thienyl)acetate), C([O-])([O-])=O.[K+].[K+] (Potassium carbonate). The solvent is CN(C)C=O (DMF), O (water). Conditions: time 3 hour. The product is C(CC)OC(=O)C=1C(=CSC1)CC(=O)OC (methyl [4-(prop-1-yloxycarbonyl)-3-thienyl]acetate). As a reaction SMILES: C(=O)([O-])[O-].[K+].[K+].I[CH2:8][CH2:9][CH3:10].[C:11]([C:14]1[C:15]([CH2:19][C:20]([O:22][CH3:23])=[O:21])=[CH:16][S:17][CH:18]=1)([OH:13])=[O:12]>CN(C=O)C.O>[CH2:8]([O:13][C:11]([C:14]1[C:15]([CH2:19][C:20]([O:22][CH3:23])=[O:21])=[CH:16][S:17][CH:18]=1)=[O:12])[CH2:9][CH3:10] |f:0.1.2|. Procedure: Potassium carbonate (670 mg) and, after 15 minutes, 1-iodopropane (0.26 ml) were added successively to a stirred solution of methyl (4-carboxy-3-thienyl)acetate (490 mg) in DMF (10 ml). After 3 h, the resulting mixture was diluted with water and extracted with ether. The extracts were washed with water, dried, and concentrated to give methyl [4-(prop-1-yloxycarbonyl)-3-thienyl]acetate (600 mg, quantitative yield) as a yellow liquid, pure by GC, IR (film): 1735, 1710 cm-1, 1H nmr: delta 1.00 (3H,... The product is O=C(O)c1[nH]c(=O)c(O)c2c1CCN(Cc1ccc(F)cc1)C2=O. As a reaction SMILES: [CH3:26][NH:27][CH3:28].[CH3:29][OH:30].[F:1][c:2]1[cH:3][cH:4][c:5]([CH2:6][N:7]2[C:8](=[O:23])[c:9]3[c:10]([OH:22])[c:11](=[O:21])[nH:12][c:13]([C:17](=[O:18])[O:19][CH3:20])[c:14]3[CH2:15][CH2:16]2)[cH:24][cH:25]1>>[F:1][c:2]1[cH:3][cH:4][c:5]([CH2:6][N:7]2[C:8](=[O:23])[c:9]3[c:10]([OH:22])[c:11](=[O:21])[nH:12][c:13]([C:17](=[O:18])[OH:19])[c:14]3[CH2:15][CH2:16]2)[cH:24][cH:25]1. Reactants: CNC, CO, COC(=O)c1[nH]c(=O)c(O)c2c1CCN(Cc1ccc(F)cc1)C2=O. Reactants: N1(CCCCC1)CCNC1=NNC2=CC=CC=C12 (3-(2-piperidinoethylamino)indazole), Cl (hydrogen chloride). Run in C(C)O (ethyl alcohol). Yields the product Cl.N1(CCCCC1)CCNC1=NNC2=CC=CC=C12 (3-(2-piperidinoethylamino)indazole hydrochloride). As a reaction SMILES: [N:1]1([CH2:7][CH2:8][NH:9][C:10]2[C:18]3[C:13](=[CH:14][CH:15]=[CH:16][CH:17]=3)[NH:12][N:11]=2)[CH2:6][CH2:5][CH2:4][CH2:3][CH2:2]1.[ClH:19]>C(O)C>[ClH:19].[N:1]1([CH2:7][CH2:8][NH:9][C:10]2[C:18]3[C:13](=[CH:14][CH:15]=[CH:16][CH:17]=3)[NH:12][N:11]=2)[CH2:2][CH2:3][CH2:4][CH2:5][CH2:6]1 |f:3.4|. Procedure: In 50 ml of absolute ethyl alcohol was dissolved 4.0 g of 3-(2-piperidinoethylamino)indazole and into the solution was introduced dried hydrogen chloride gas under cooling with ice. Anhydrous diethyl ether to separate crystals. Then the crystals were obtained by filtration and dried to give 3-(2-piperidinoethylamino)indazole hydrochloride. The reactants are BrC=1C=C(N)C=CC1 (3-bromoaniline), Cl.N1=CC=CC=C1 (pyridine hydrochloride), ClC1=NC=NC2=CC3=C(C=C12)C=C(C(=C3)OCCN3CCOCC3)OC (4-chloro-7-methoxy-8-(2-morpholin-4-yl-ethoxy)benzo[g]quinazoline). The solvent is C(C)(C)O (isopropanol). Yields the product Cl.Cl.BrC=1C=C(C=CC1)NC1=NC=NC2=CC3=C(C=C12)C=C(C(=C3)OCCN3CCOCC3)OC ((3-bromophenyl)-[7-methoxy-8-(2-morpholin-4-yl-ethoxy)benzo[g]quinazolin-4-yl]-amine dihydrochloride). The yield is 84.3%. RXN SMILES: [Cl:1][C:2]1[C:11]2[C:6](=[CH:7][C:8]3[CH:15]=[C:14]([O:16][CH2:17][CH2:18][N:19]4[CH2:24][CH2:23][O:22][CH2:21][CH2:20]4)[C:13]([O:25][CH3:26])=[CH:12][C:9]=3[CH:10]=2)[N:5]=[CH:4][N:3]=1.[Br:27][C:28]1[CH:29]=[C:30]([CH:32]=[CH:33][CH:34]=1)[NH2:31].[ClH:35].N1C=CC=CC=1>C(O)(C)C>[ClH:1].[ClH:35].[Br:27][C:28]1[CH:29]=[C:30]([NH:31][C:2]2[C:11]3[C:6](=[CH:7][C:8]4[CH:15]=[C:14]([O:16][CH2:17][CH2:18][N:19]5[CH2:24][CH2:23][O:22][CH2:21][CH2:20]5)[C:13]([O:25][CH3:26])=[CH:12][C:9]=4[CH:10]=3)[N:5]=[CH:4][N:3]=2)[CH:32]=[CH:33][CH:34]=1 |f:2.3,5.6.7|. Procedure: To a suspension of 0.1 g (0.267 mmol) of 4-chloro-7-methoxy-8-(2-morpholin-4-yl-ethoxy)benzo[g]quinazoline in 3 mL of isopropanol is added 0.055 g (0.321 mmol) of 3-bromoaniline and 0.031 g (0.267 mmol) of pyridine hydrochloride. The mixture is brought to reflux for 15 minutes, then allowed to cool to room temperature. A yellow precipitate forms, which is filtered and washed with cold ethanol. Drying in vacuo provided 0.131 g of (3-bromophenyl)-[7-methoxy-8-(2-morpholin-4-yl-ethoxy)benzo[g]quina... The reactants are OC1=C(C(=O)O)C=CC(=C1)[N+](=O)[O-] (2-hydroxy-4-nitrobenzoic acid), S(=O)(=O)(OC)OC (dimethyl sulfate), C([O-])([O-])=O.[K+].[K+] (potassium carbonate). Solvent: CC(=O)C (acetone). Reaction conditions: time 24 hour. The product is COC(C1=C(C=C(C=C1)[N+](=O)[O-])O)=O (2-hydroxy-4-nitro-benzoic acid methyl ester). The yield is 98.9%. RXN SMILES: [OH:1][C:2]1[CH:10]=[C:9]([N+:11]([O-:13])=[O:12])[CH:8]=[CH:7][C:3]=1[C:4]([OH:6])=[O:5].S(OC)(O[CH3:18])(=O)=O.C(=O)([O-])[O-].[K+].[K+]>CC(C)=O>[CH3:18][O:5][C:4](=[O:6])[C:3]1[CH:7]=[CH:8][C:9]([N+:11]([O-:13])=[O:12])=[CH:10][C:2]=1[OH:1] |f:2.3.4|. Procedure: To a solution of 2-hydroxy-4-nitrobenzoic acid (8.0 g, 0.0424 mol) in acetone (240 mL) and dimethyl sulfate (4.48 mL, 0.047 mol) was added potassium carbonate (5.85 g, 0.044 mol), stirred for 24 hrs. and evaporated. To the residue was added ethyl acetate and 2 N HCl (pH 3). The ethyl acetate extract was washed, dried (MgSO4) and evaporated to give 2-hydroxy-4-nitro-benzoic acid methyl ester (8.27 g) as a yellow solid; 1H-NMR (DMSO-d6) δ 11.62 (s, 1H), 9.74 (s, 1H), 8.76 (d, 2H), 8.70-2 (d, 2H), ... Starting materials: TEA, ClC1=C(C=C(CNC)C=C1)[N+](=O)[O-] (4-chloro-methyl-3-nitrobenzylamine), C(C)(=O)Cl (acetylchloride), C(C)(=O)Cl (acetylchloride), C(=O)(O)[O-].[Na+] (NaHCO3). The solvent is C1CCOC1 (THF). Run at time 3.5 hour. The product is ClC1=C(C=C(C=C1)C(C)NC(C)=O)[N+](=O)[O-] (N-[1-(4-Chloro-3-nitrophenyl)ethyl]acetamide). Reaction SMILES: [C:1](Cl)(=[O:3])[CH3:2].[Cl:5][C:6]1[CH:14]=[CH:13][C:9]([CH2:10][NH:11]C)=[CH:8][C:7]=1[N+:15]([O-:17])=[O:16].[C:18]([O-])(O)=O.[Na+]>C1COCC1>[Cl:5][C:6]1[CH:14]=[CH:13][C:9]([CH:10]([NH:11][C:1](=[O:3])[CH3:2])[CH3:18])=[CH:8][C:7]=1[N+:15]([O-:17])=[O:16] |f:2.3|. Procedure: TEA (0.28 mL, 2.0 mmol) followed by acetylchloride (96 L, 1.3 mmol) were added to 4-chloro-methyl-3-nitrobenzylamine (0.27 g, 1.3 mmol) in THF (5 mL) at rt. The mixture was stirred at rt for 3.5 h and additional acetylchloride (20 L, 0.27 mmol) was added. After 1 h at rt, NaHCO3 (aq, 5%) was added and the mixture extracted with EtOAc.